This data is from the Open Reaction Database (ORD), a public repository of structured organic reaction records. The task is: describe an organic reaction: reactants, conditions, products, and yield Starting materials: COC([C@@](CC1=CC=C(C=C1)C1=C(C=CC=C1)OC)(C(=O)OC(C)(C)C)N)=O ((S)-2-t-butoxycarbonyl-amino-3-(2'-methoxybiphenyl-4-yl)-propionic acid methyl ester), [OH-].[Na+] (sodium hydroxide), CCOCC (Ether). The solvent is O (water). The product is C(C)(C)(C)OC(=O)[C@@](C(=O)O)(CC1=CC=C(C=C1)C1=C(C=CC=C1)OC)N ((S)-2-t-butoxycarbonyl-amino-3-(2'-methoxybiphenyl-4-yl)-propionic acid). Reaction SMILES: C[O:2][C:3](=[O:28])[C@:4]([NH2:27])([C:20]([O:22][C:23]([CH3:26])([CH3:25])[CH3:24])=[O:21])[CH2:5][C:6]1[CH:11]=[CH:10][C:9]([C:12]2[CH:17]=[CH:16][CH:15]=[CH:14][C:13]=2[O:18][CH3:19])=[CH:8][CH:7]=1.[OH-].[Na+].CCOCC>O>[C:23]([O:22][C:20]([C@:4]([NH2:27])([CH2:5][C:6]1[CH:7]=[CH:8][C:9]([C:12]2[CH:17]=[CH:16][CH:15]=[CH:14][C:13]=2[O:18][CH3:19])=[CH:10][CH:11]=1)[C:3]([OH:28])=[O:2])=[O:21])([CH3:25])([CH3:26])[CH3:24] |f:1.2|. Reported procedure: A solution of (S)-2-t-butoxycarbonyl-amino-3-(2'-methoxybiphenyl-4-yl)-propionic acid methyl ester (4.1 g in methanolic 1N sodium hydroxide (60 mL) is stirred at room temperature for 3 hours. Ether (30 mL) and water (30 mL) are added. The aqueous layer is separated and acidified with concentrated HCl, then extracted with ether (2×20 mL) and dried over anhydrous sodium sulfate. Evaporation of the solvent under reduced pressure gives (S)-2-t-butoxycarbonyl-amino-3-(2'-methoxybiphenyl-4-yl)-propion...